Dataset: the Open Reaction Database (ORD), a public repository of structured organic reaction records. Task: describe an organic reaction: reactants, conditions, products, and yield Product: C(C)C(N(S(=O)(=O)C1=CC=C(C=C1)C)C1=C(C(=CC=C1)Cl)C)C(=O)O (ethyl N-(3-chloro-2-methylphenyl)-N-[(4-methylphenyl)sulfonyl]glycine). Run at temperature 100 celsius, time 1 hour. Starting materials: O (water), BrCC(=O)OCC (ethyl bromoacetate), C([O-])([O-])=O.[K+].[K+] (potassium carbonate), ClC=1C(=C(C=CC1)NS(=O)(=O)C1=CC=C(C=C1)C)C (N-(3-chloro-2-methylphenyl)-4-methylbenzenesulfonamide), CN(C)C=O (DMF). Reported procedure: 34.5 g of N-(3-chloro-2-methylphenyl)-4-methylbenzenesulfonamide was dissolved in 232 mL of DMF, and 21.4 g of ethyl bromoacetate and 19.3 g of potassium carbonate were added thereto, followed by stirring at 100° C. for 1 hour. The reaction liquid was cooled to room temperature, and then water was added, followed by extraction with ethyl acetate. The organic layer was washed with brine, and then dried over anhydrous sodium sulfate. The solvent was evaporated under reduced pressure, and the obtai... RXN SMILES: [Cl:1][C:2]1[C:3]([CH3:19])=[C:4]([NH:8][S:9]([C:12]2[CH:17]=[CH:16][C:15]([CH3:18])=[CH:14][CH:13]=2)(=[O:11])=[O:10])[CH:5]=[CH:6][CH:7]=1.BrCC(O[CH2:25][CH3:26])=O.[C:27](=[O:30])([O-])[O-:28].[K+].[K+].O.[CH3:34]N(C=O)C>>[CH2:25]([CH:26]([C:27]([OH:28])=[O:30])[N:8]([C:4]1[CH:5]=[CH:6][CH:7]=[C:2]([Cl:1])[C:3]=1[CH3:19])[S:9]([C:12]1[CH:13]=[CH:14][C:15]([CH3:18])=[CH:16][CH:17]=1)(=[O:10])=[O:11])[CH3:34] |f:2.3.4|.